This data is from the Open Reaction Database (ORD), a public repository of structured organic reaction records. The task is: describe an organic reaction: reactants, conditions, products, and yield The reactants are C(C)(C)(C)OC(C1=CN=C(C(=C1NC1=C(C=C(C=C1)Br)Cl)Cl)NCC(C)O)=O (4-(4-bromo-2-chlorophenylamino)-5-chloro-6-(2-hydroxypropylamino)-nicotinic acid tert-butyl ester), 4A, CN1CCOCC1 (N-methylmorpholine). The reagents and catalysts are [Ru](=O)(=O)(=O)[O-].C(CC)[N+](CCC)(CCC)CCC (tetrapropylammonium perruthenate). Solvent: C(C)#N (acetonitrile). Reaction conditions: temperature 0 celsius, time 1 hour. The product is C(C)(C)(C)OC(C1=CN=C(C(=C1NC1=C(C=C(C=C1)Br)Cl)Cl)NCC(C)=O)=O (4-(4-bromo-2-chlorophenylamino)-5-chloro-6-(2-oxopropylamino)-nicotinic acid tert-butyl ester). Yield: 30.8%. Reaction SMILES: [C:1]([O:5][C:6](=[O:28])[C:7]1[C:12]([NH:13][C:14]2[CH:19]=[CH:18][C:17]([Br:20])=[CH:16][C:15]=2[Cl:21])=[C:11]([Cl:22])[C:10]([NH:23][CH2:24][CH:25]([OH:27])[CH3:26])=[N:9][CH:8]=1)([CH3:4])([CH3:3])[CH3:2].CN1CCOCC1>C(#N)C.[Ru]([O-])(=O)(=O)=O.C([N+](CCC)(CCC)CCC)CC>[C:1]([O:5][C:6](=[O:28])[C:7]1[C:12]([NH:13][C:14]2[CH:19]=[CH:18][C:17]([Br:20])=[CH:16][C:15]=2[Cl:21])=[C:11]([Cl:22])[C:10]([NH:23][CH2:24][C:25](=[O:27])[CH3:26])=[N:9][CH:8]=1)([CH3:4])([CH3:2])[CH3:3] |f:3.4|. Procedure details: To a solution of 4-(4-bromo-2-chlorophenylamino)-5-chloro-6-(2-hydroxypropylamino)-nicotinic acid tert-butyl ester (0.28 g, 0.57 mmol) in acetonitrile (1.1 mL) was added 4A molecular sieves and N-methylmorpholine (0.10 g, 0.85 mmol). The mixture was cooled to 0° C. and tetrapropylammonium perruthenate (0.030 g, 0.085 mmol) was added. After stirring for one hour, the reaction was filtered through a plug of silica gel, washing with EtOAc. The filtrate was concentrated. Purification by flash column... RXN SMILES: [B:23]([Br:24])([Br:25])[Br:26].[Cl:1][c:2]1[cH:3][c:4]([O:21][CH3:22])[c:5](-[n:8]2[c:9](=[O:20])[n:10]([CH3:19])[c:11]([C:15]([F:16])([F:17])[F:18])[cH:12][c:13]2=[O:14])[cH:6][cH:7]1.[Cl:33][CH2:34][Cl:35].[Na+:28].[OH2:27].[OH:29][C:30](=[O:31])[O-:32]>>[Cl:1][c:2]1[cH:3][c:4]([OH:21])[c:5](-[n:8]2[c:9](=[O:20])[n:10]([CH3:19])[c:11]([C:15]([F:16])([F:17])[F:18])[cH:12][c:13]2=[O:14])[cH:6][cH:7]1. Product: Cn1c(C(F)(F)F)cc(=O)n(-c2ccc(Cl)cc2O)c1=O. Starting materials: BrB(Br)Br, COc1cc(Cl)ccc1-n1c(=O)cc(C(F)(F)F)n(C)c1=O, ClCCl, [Na+], O, O=C([O-])O. Reactants: COC(C1=C(C=C(C=C1)I)NS(=O)(=O)C=1C=2N=CC=NC2C=CC1)=O (4-Iodo-2-(Quinoxaline-5-sulfonylamino)benzoic acid methyl ester), NC1=C(C(=O)OC)C=CC(=C1)I (methyl 2-amino-4-iodobenzoate), N1=CC=NC=2C(=CC=CC12)S(=O)(=O)Cl (quinoxaline-5-sulfonyl chloride), N1=CC=CC=C1 (pyridine). Run in C(Cl)Cl (DCM), C(Cl)Cl (DCM). Product: IC=1C=CC(=C(C1)NS(=O)(=O)C=1C=2N=CC=NC2C=CC1)C(=O)N1CCCCC1 (Quinoxaline-5-sulfonic acid [5-iodo-2-(piperidine-1-carbonyl)-phenyl]-amide). Yield: 77.0%. RXN SMILES: CO[C:3](=[O:25])[C:4]1[CH:9]=[CH:8][C:7]([I:10])=[CH:6][C:5]=1[NH:11][S:12]([C:15]1[C:16]2[N:17]=[CH:18][CH:19]=[N:20][C:21]=2[CH:22]=[CH:23][CH:24]=1)(=[O:14])=[O:13].[NH2:26][C:27]1C=[C:35](I)[CH:34]=[CH:33][C:28]=1C(OC)=O.N1C2C=CC=C(S(Cl)(=O)=O)C=2N=CC=1.N1C=CC=CC=1>C(Cl)Cl>[I:10][C:7]1[CH:8]=[CH:9][C:4]([C:3]([N:26]2[CH2:27][CH2:28][CH2:33][CH2:34][CH2:35]2)=[O:25])=[C:5]([NH:11][S:12]([C:15]2[C:16]3[N:17]=[CH:18][CH:19]=[N:20][C:21]=3[CH:22]=[CH:23][CH:24]=2)(=[O:14])=[O:13])[CH:6]=1. Procedure: 4-Iodo-2-nitrobenzoic acid. 4-Iodo-2-nitrotoluene (9.0 g, 34 mmol), KMnO4 (22.0 g, 139 mmol), and H2O (340 mL) were heated at reflux for 5 h. The resulting brown suspension was filtered through a pad of diatomaceous earth, and the filter cake was washed with H2O. The basic filtrate was acidified with concentrated HCl causing precipitation of the desired acid. The solid was collected by suction filtration and dried, affording 1.86 g of the acid. The mother liquor was extracted with DCM (3×200 mL)...